Dataset: the Open Reaction Database (ORD), a public repository of structured organic reaction records. Task: describe an organic reaction: reactants, conditions, products, and yield The reactants are C1OC=2C=C(C=CC2OC1)N=C=O (3,4-ethylenedioxyphenylisocyanate), FC(C=1C=C(C=CC1)N1CCN(CC1)CCCO)(F)F (3-[4-(3-trifluoromethyl-phenyl) -1-piperazinyl]propanol), crude product, ClC1=CC=C(C=C1)N1CCN(CC1)CCCO (3-[4-(4-chlorophenyl)-1-piperazinyl]propanol). The solvent is C1(=CC=CC=C1)C (toluene), C1(=CC=CC=C1)C (toluene). Product: Cl.FC(C=1C=C(C=CC1)N1CCN(CC1)CCCOC(NC1=CC2=C(C=C1)OCCO2)=O)(F)F (4-(3-Trifluoromethylphenyl)-1-[3-(3,4-ethylenedioxyphenylcarbamoyloxy)propyl]piperazine, hydrochloride). The yield is 68.7%. Reaction SMILES: [CH2:1]1[CH2:10][O:9][C:8]2[CH:7]=[CH:6][C:5]([N:11]=[C:12]=[O:13])=[CH:4][C:3]=2[O:2]1.[F:14][C:15]([F:33])([F:32])[C:16]1[CH:17]=[C:18]([N:22]2[CH2:27][CH2:26][N:25]([CH2:28][CH2:29][CH2:30][OH:31])[CH2:24][CH2:23]2)[CH:19]=[CH:20][CH:21]=1.[Cl:34]C1C=CC(N2CCN(CCCO)CC2)=CC=1>C1(C)C=CC=CC=1>[ClH:34].[F:33][C:15]([F:14])([F:32])[C:16]1[CH:17]=[C:18]([N:22]2[CH2:23][CH2:24][N:25]([CH2:28][CH2:29][CH2:30][O:31][C:12](=[O:13])[NH:11][C:5]3[CH:6]=[CH:7][C:8]4[O:9][CH2:10][CH2:1][O:2][C:3]=4[CH:4]=3)[CH2:26][CH2:27]2)[CH:19]=[CH:20][CH:21]=1 |f:4.5|. Procedure: A mixture of 3,4-ethylenedioxyphenylisocyanate (2.0 mmol) (produced as in Example 16) and 3-[4-(3-trifluoromethyl-phenyl) -1-piperazinyl]propanol (580 mg; 2.0 mmol) in toluene (30 ml) was refluxed for 16 h. To the crude product was added 3-[4-(4-chlorophenyl)-1-piperazinyl]propanol (510 mg; 2.0 mmol) in toluene (30 ml) and refluxed for 16 h. The solvent was evaporated and the residue resuspended in ethyl acetate, filtered and evaporated to dryness. The residue was submitted to flash chromatograp... Reactants: Nc1ncnc2c1nc(NCc1cccnc1)n2CCO, O=S(Cl)Cl. Yields the product Nc1ncnc2c1nc(NCc1cccnc1)n2CCCl. Reaction SMILES: [NH2:1][c:2]1[c:3]2[n:4][c:5]([NH:14][CH2:15][c:16]3[cH:17][n:18][cH:19][cH:20][cH:21]3)[n:6]([CH2:11][CH2:12][OH:13])[c:7]2[n:8][cH:9][n:10]1.[S:22]([Cl:23])([Cl:24])=[O:25]>>[NH2:1][c:2]1[c:3]2[n:4][c:5]([NH:14][CH2:15][c:16]3[cH:17][n:18][cH:19][cH:20][cH:21]3)[n:6]([CH2:11][CH2:12][Cl:24])[c:7]2[n:8][cH:9][n:10]1. Starting materials: O=C[C@H](O)[C@@H](O)[C@H](O)[C@H](O)CO (glucose), O=O (oxygen). Solvent: CO (methanol). Yields the product O=C([C@@H](O)[C@H](O)[C@H](O)CO)O (arabinonic acid). The yield is 78.0%. Reaction SMILES: O=C[C@@H:3]([C@H:5]([C@@H:7]([C@@H:9]([CH2:11][OH:12])[OH:10])[OH:8])[OH:6])[OH:4].[O:13]=O>CO>[O:13]=[C:3]([OH:4])[C@H:5]([C@@H:7]([C@@H:9]([CH2:11][OH:12])[OH:10])[OH:8])[OH:6]. Procedure: As a comparative example, it will be noted that Vuorinen et al. (Starke, 43 No. 5, pp. :94-198), in carrying out the oxidation of glucose without methanol, had to use a pressure of pure oxygen of 26 bar in order to obtain an arabinonic acid yield of 78% only with 3.5% and 6.5% impurities consisting of glyceric acid and glycolic acid respectively.